This data is from the Open Reaction Database (ORD), a public repository of structured organic reaction records. The task is: describe an organic reaction: reactants, conditions, products, and yield Starting materials: NC1=C(C(=NN1C1=C(C=C(C=C1Cl)C(F)(F)F)Cl)C#N)C=1SC=CC1 (5-amino-3-cyano-1-(2,6-dichloro-4-trifluoromethylphenyl)-4-(thien-2-yl)pyrazole), BrN1C(CCC1=O)=O (N-bromosuccinimide), CCOCC (ether), O (water). Run in C(C)#N (acetonitrile). Reaction conditions: time 1.5 hour. Yields the product NC1=C(C(=NN1C1=C(C=C(C=C1Cl)C(F)(F)F)Cl)C#N)C=1SC(=CC1)Br (5-Amino-4-(5-bromothien-2-yl)-3-cyano-1-(2,6-dichloro-4-trifluoromethylphenyl)pyrazole). Reaction SMILES: [NH2:1][C:2]1[N:6]([C:7]2[C:12]([Cl:13])=[CH:11][C:10]([C:14]([F:17])([F:16])[F:15])=[CH:9][C:8]=2[Cl:18])[N:5]=[C:4]([C:19]#[N:20])[C:3]=1[C:21]1[S:22][CH:23]=[CH:24][CH:25]=1.[Br:26]N1C(=O)CCC1=O.CCOCC.O>C(#N)C>[NH2:1][C:2]1[N:6]([C:7]2[C:12]([Cl:13])=[CH:11][C:10]([C:14]([F:16])([F:15])[F:17])=[CH:9][C:8]=2[Cl:18])[N:5]=[C:4]([C:19]#[N:20])[C:3]=1[C:21]1[S:22][C:23]([Br:26])=[CH:24][CH:25]=1. Reported procedure: To a solution of 5-amino-3-cyano-1-(2,6-dichloro-4-trifluoromethylphenyl)-4-(thien-2-yl)pyrazole (0.153 g) in acetonitrile (12 ml) was added N-bromosuccinimide (0.068 g). The mixture was left at room temperature for 1.5 hours and then poured into ether (50 ml) and water (50 ml). The layers were separated and the aqueous phase extracted with a second portion of ether (50 ml). The combined organic layers were washed with water (25 ml), then dried (MgSO4) and evaporated. The residue was purified by... Reactants: Example 1 ( 4 ), C1(CCCCC1)C(OC1=CC=C(C(=O)O)C=C1)C1=C(OC(=C1)C1=CC=C(C=C1)OC(F)(F)F)C (4-(cyclohexyl{2-methyl-5-[4-(trifluoromethoxy)phenyl]-3-furyl}methoxy)benzoic acid), CNCCC(=O)OCC (ethyl 3-(methylamino)propanoate). The product is C1(CCCCC1)C(OC1=CC=C(C(=O)N(CCC(=O)O)C)C=C1)C1=C(OC(=C1)C1=CC=C(C=C1)OC(F)(F)F)C (3-{[4-(cyclohexyl{2-methyl-5-[4-(trifluoromethoxy)phenyl]-3-furyl}methoxy)benzoyl](methyl)amino}propanoic acid). The yield is 95.5%. As a reaction SMILES: [CH:1]1([CH:7]([C:18]2[CH:22]=[C:21]([C:23]3[CH:28]=[CH:27][C:26]([O:29][C:30]([F:33])([F:32])[F:31])=[CH:25][CH:24]=3)[O:20][C:19]=2[CH3:34])[O:8][C:9]2[CH:17]=[CH:16][C:12]([C:13]([OH:15])=O)=[CH:11][CH:10]=2)[CH2:6][CH2:5][CH2:4][CH2:3][CH2:2]1.[CH3:35][NH:36][CH2:37][CH2:38][C:39]([O:41]CC)=[O:40]>>[CH:1]1([CH:7]([C:18]2[CH:22]=[C:21]([C:23]3[CH:24]=[CH:25][C:26]([O:29][C:30]([F:31])([F:33])[F:32])=[CH:27][CH:28]=3)[O:20][C:19]=2[CH3:34])[O:8][C:9]2[CH:10]=[CH:11][C:12]([C:13]([N:36]([CH3:35])[CH2:37][CH2:38][C:39]([OH:41])=[O:40])=[O:15])=[CH:16][CH:17]=2)[CH2:6][CH2:5][CH2:4][CH2:3][CH2:2]1. Procedure details: An operation similar to that in Example 1 (4) was performed using 4-(cyclohexyl{2-methyl-5-[4-(trifluoromethoxy)phenyl]-3-furyl}methoxy)benzoic acid (119 mg) as well as ethyl 3-(methylamino)propanoate (39 mg) to give the title compound (134 mg, 96%) as an amorphous compound. The reactants are CCCCCC (hexane), IC1=C2C=CN(C2=C(C=C1C)C)S(=O)(=O)C1=CC=C(C)C=C1 (4-iodo-5,7-dimethyl-1-tosyl-1H-indole), CN(C)C=O (DMF), CCCCCC (hexane). Solvent: C(CCC)[Li] (n-butyllithium), COC1CCCC1 (cyclopentyl methyl ether), C(CCC)[Li] (n-butyllithium). Run at time 1 hour. The product is CC1=C(C=2C=CN(C2C(=C1)C)S(=O)(=O)C1=CC=C(C)C=C1)C=O (5,7-Dimethyl-1-tosyl-1H-indole-4-carbaldehyde). As a reaction SMILES: I[C:2]1[C:10]([CH3:11])=[CH:9][C:8]([CH3:12])=[C:7]2[C:3]=1[CH:4]=[CH:5][N:6]2[S:13]([C:16]1[CH:22]=[CH:21][C:19]([CH3:20])=[CH:18][CH:17]=1)(=[O:15])=[O:14].CN([CH:26]=[O:27])C.CCCCCC>COC1CCCC1.C([Li])CCC>[CH3:11][C:10]1[CH:9]=[C:8]([CH3:12])[C:7]2[N:6]([S:13]([C:16]3[CH:22]=[CH:21][C:19]([CH3:20])=[CH:18][CH:17]=3)(=[O:15])=[O:14])[CH:5]=[CH:4][C:3]=2[C:2]=1[CH:26]=[O:27]. Reported procedure: To a solution of 4-iodo-5,7-dimethyl-1-tosyl-1H-indole (950 mg, 2.1 mmol) and DMF (0.33 mL, 4.2 mmol) in cyclopentyl methyl ether (22 mL), n-butyllithium in hexane (2.2 M, 1.3 mL, 2.8 mmol) was added at −78° C. After stirring for 1 h, additional n-butyllithium in hexane (2.2 M, 0.19 mL, 0.42 mmol) was added. After stirring for 15 min, the reaction was quenched with MeOH (2 mL) and 1M aq. NaHSO4 (4.5 mL), and diluted with EtOAc and brine. The layers were separated and the aqueous layer was extrac... Reactants: C1(CCCCC1)C(C(=O)OC1C(CCC1)CCCCC)=O (2-Pentyl-1-cyclopentyl (cyclohexyl)oxoacetate), O=C(C(=O)OCCC(CCC=C(C)C)C)CCC (3,7-Dimethyl-6-octenyl 2-oxopentanoate), O=C(C(=O)OCCC(CCC=C(C)C)C)C1=CC=CC=C1 (3,7-Dimethyl-6-octenyl oxo(phenyl)acetate), O=C(C(=O)OCCC(CCC=C(C)C)C)C1=CC=CC=C1 (3,7-Dimethyl-6-octenyl oxo(phenyl)acetate), O=C(C(=O)OCCC(CCC=C(C)C)C)CCC (3,7-Dimethyl-6-octenyl 2-oxopentanoate), O=C(C(=O)OCCC(CCC=C(C)C)C)C1=CC=CC=C1 (3,7-Dimethyl-6-octenyl oxo(phenyl)acetate), O=C(C(=O)OCCC(CCC=C(C)C)C)C1=CC=CC=C1 (3,7-Dimethyl-6-octenyl oxo(phenyl)acetate), C(C)(=O)C1=CC=C(C=C1)C(C(=O)OCCC(CCC=C(C)C)C)=O (3,7-Dimethyl-6-octenyl (4-acetylphenyl)oxoacetate), CC(C(C(=O)OCCC(CCC=C(C)C)C)=O)CC (3,7-Dimethyl-6-octenyl 3-methyl-2-oxopentanoate), CC(C(C(=O)OCCC(CCC=C(C)C)C)=O)CC (3,7-Dimethyl-6-octenyl 3-methyl-2-oxopentanoate), ( 30 ), O=C(C(=O)OCCC(CCC=C(C)C)C)CCC (3,7-Dimethyl-6-octenyl 2-oxopentanoate), ( 23 ), CC(C(C(=O)OCCC(CCC=C(C)C)C)=O)CC (3,7-Dimethyl-6-octenyl 3-methyl-2-oxopentanoate), O=C(C(=O)OCCC(CCC=C(C)C)C)C1=CC=CC=C1 (3,7-Dimethyl-6-octenyl oxo(phenyl)acetate), CC(CCCC(C(=O)[O-])=O)CCC=C(C)C (3,7-Dimethyl-6octenyl-2-oxopropanoate), CC(CCCC(C(=O)[O-])=O)CCC=C(C)C (3,7-Dimethyl-6octenyl-2-oxopropanoate), ( 33 ), CC(CCCC(C(=O)[O-])=O)CCC=C(C)C (3,7-Dimethyl-6octenyl-2-oxopropanoate), ( 100 ), CC(CCCC(C(=O)[O-])=O)CCC=C(C)C (3,7-Dimethyl-6octenyl-2-oxopropanoate), CC(CCCC(C(=O)[O-])=O)CCC=C(C)C (3,7-Dimethyl-6octenyl-2-oxopropanoate), CC(CCC(C(C(=O)[O-])=O)C)CCC=C(C)C (3,7-Dimethyl-6octenyl-2-oxobutanoate), C1(CCCCC1)C(C(=O)OC1C(CCC1)CCCCC)=O (2-Pentyl-1-cyclopentyl (cyclohexyl)oxoacetate), CC(CCC(C(C(=O)[O-])=O)C)CCC=C(C)C (3,7-Dimethyl-6octenyl-2-oxobutanoate), C1(CCCCC1)C(C(=O)OCCCCCCCCCC)=O (Decyl (cyclohexyl)oxoacetate), CC(C(C(=O)OCCC(CCC=C(C)C)C)=O)CC (3,7-Dimethyl-6-octenyl 3-methyl-2-oxopentanoate), CC(CCCC(C(=O)[O-])=O)CCC=C(C)C (3,7-Dimethyl-6octenyl-2-oxopropanoate), CC(C(C(=O)OCCC(CCC=C(C)C)C)=O)CC (3,7-Dimethyl-6-octenyl 3-methyl-2-oxopentanoate), CC(CCCC(C(=O)[O-])=O)CCC=C(C)C (3,7-Dimethyl-6octenyl-2-oxopropanoate), CC(CCC(C(C(=O)[O-])=O)C)CCC=C(C)C (3,7-Dimethyl-6octenyl-2-oxobutanoate), CC(CCC(C(C(=O)[O-])=O)C)CCC=C(C)C (3,7-Dimethyl-6octenyl-2-oxobutanoate), O=C(C(=O)OCCC(CCC=C(C)C)C)CCC (3,7-Dimethyl-6-octenyl 2-oxopentanoate), CC(CCC(C(C(=O)[O-])=O)C)CCC=C(C)C (3,7-Dimethyl-6octenyl-2-oxobutanoate), CC(C(C(=O)OCCC(CCC=C(C)C)C)=O)CC (3,7-Dimethyl-6-octenyl 3-methyl-2-oxopentanoate), CC(CCCC(C(=O)[O-])=O)CCC=C(C)C (3,7-Dimethyl-6octenyl-2-oxopropanoate), CC(CCC(C(C(=O)[O-])=O)C)CCC=C(C)C (3,7-Dimethyl-6octenyl-2-oxobutanoate), CC(C(C(=O)OC\C=C(\CCC=C(C)C)/C)=O)CC ((E)-3,7-Dimethyl-2,6-octadienyl 3-methyl-2-oxopentanoate), ( 21 ), O=C(C(=O)OCCC(CCC=C(C)C)C)C1=CC=CC=C1 (3,7-Dimethyl-6-octenyl oxo(phenyl)acetate), CC(C(C(=O)OCCC(CCC=C(C)C)C)=O)CC (3,7-Dimethyl-6-octenyl 3-methyl-2-oxopentanoate), ( 22 ). Yields the product C12C(CC(CC1)C2)C(C(=O)OCCC(CCC=C(C)C)C)=O (3,7-Dimethyl-6-octenyl (bicyclo[2.2.1 ]hept-2-yl)oxoacetate). As a reaction SMILES: C[CH:2]([CH2:11][CH2:12][CH:13]=C(C)C)[CH2:3][CH2:4][CH2:5][C:6](=[O:10])[C:7]([O-:9])=[O:8].O=C(CCC)C(O[CH2:22][CH2:23][CH:24]([CH3:31])[CH2:25][CH2:26][CH:27]=[C:28]([CH3:30])[CH3:29])=O.CC(CCC=C(C)C)CCC(C)C(=O)C([O-])=O.C1(C(=O)C(OC2CCCC2CCCCC)=O)CCCCC1.CC(CC)C(=O)C(OCCC(C)CCC=C(C)C)=O.O=C(C1C=CC=CC=1)C(OCCC(C)CCC=C(C)C)=O.C1(C(=O)C(OCCCCCCCCCC)=O)CCCCC1.CC(CC)C(=O)C(OC/C=C(\C)/CCC=C(C)C)=O.C(C1C=CC(C(=O)C(OCCC(C)CCC=C(C)C)=O)=CC=1)(=O)C>>[CH:11]12[CH2:2][CH:3]([CH2:13][CH2:12]1)[CH2:4][CH:5]2[C:6](=[O:10])[C:7]([O:9][CH2:22][CH2:23][CH:24]([CH3:31])[CH2:25][CH2:26][CH:27]=[C:28]([CH3:30])[CH3:29])=[O:8]. Procedure details: MS (EI): 288 (1); 183 (4); 168 (1); 155 (1); 139 (2); 138 (15); 137 (2); 124 (3); 123 (30); 122 (2); 121 (1); 110 (1); 109 (5); 97 (1); 96 (11); 95 (100); 93 (4); 91 (1); 83 (4); 82 (19); 81 (21); 80 (5); 79 (3); 77 (2); 70 (2); 69 (23); 68 (5); 67 (22); 66 (3); 65 (3); 57 (3); 56 (3); 55 (15); 54 (2); 53 (5); 43 (4); 42 (3); 41 (33); 39 (6); 29 (5); 28 (1); 27 (5). The reactants are NC=1C(=NC(=C(C1)CC)C)SC(C)(C)C (3-amino-2-tert-butylthio-5-ethyl-6-methylpyridine), BrCC1=CC2=CC=CC=C2C=C1 (2-bromomethyl-napthalene), C(C)(C)N(CC)C(C)C (diisopropylethylamine). The solvent is C(C)#N (acetonitrile). Yields the product C1(=CC=CC2=CC=CC=C12)CNC1=NC=CC=C1 (napthylmethylaminopyridine). Yield: 62.4%. RXN SMILES: N[C:2]1[C:3](SC(C)(C)C)=[N:4][C:5](C)=[C:6](CC)[CH:7]=1.BrC[C:18]1[CH:27]=[CH:26][C:25]2[C:20](=[CH:21][CH:22]=[CH:23][CH:24]=2)[CH:19]=1.[CH:28]([N:31](C(C)C)CC)(C)C>C(#N)C>[C:21]1([CH2:28][NH:31][C:3]2[CH:2]=[CH:7][CH:6]=[CH:5][N:4]=2)[C:20]2[C:25](=[CH:26][CH:27]=[CH:18][CH:19]=2)[CH:24]=[CH:23][CH:22]=1. Reported procedure: A mixture of 3-amino-2-tert-butylthio-5-ethyl-6-methylpyridine (0.15 g, 0.67 mmol), 2-bromomethyl-napthalene (0.15 g, 0.67 mmol), diisopropylethylamine (86 mg, 0.67 mmol) in acetonitrile (5 mL) was refluxed under an atmosphere of nitrogen for 16 hours. The resultant mixture was concentrated under reduced pressure (15 (torr). The residue was subjected to column chromatography on silica gel (50, elution with 1% methanol in chloroform). Collection and concentration of appropriate fractions provided...